The task is: describe an organic reaction: reactants, conditions, products, and yield. This data is from the Open Reaction Database (ORD), a public repository of structured organic reaction records. The reactants are C([O-])([O-])=O.[K+].[K+] (potassium carbonate), C(C)(C)(C)OC(=O)N1C(CCC1)C=1N(C(=CN1)C#C)COCC[Si](C)(C)C (2-[5-Ethynyl-1-(2-trimethylsilanyl-ethoxymethyl)-1H-imidazol-2-yl]-pyrrolidine-1-carboxylic acid tert-butyl ester), C(C)(C)(C)OC(=O)N1C(CCC1)C=1N(C(=CN1)C=O)COCC[Si](C)(C)C (2-[5-Formyl-1-(2-trimethylsilanyl-ethoxymethyl)-1H-imidazol-2-yl]-pyrrolidine-1-carboxylic acid tert-butyl ester), CC(C(C(=[N+]=[N-])P([O-])([O-])=O)=O)C (dimethyl-1-diazo-2-oxopropylphosphonate), C([O-])([O-])=O.[K+].[K+] (potassium carbonate). Run in CO.C1CCOC1 (MeOH THF), O (water). Conditions: time 200 minute. The product is C(C)(C)(C)OC(=O)N1CCCC1 (pyrrolidine-1-carboxylic acid tert-butyl ester). The yield is 77.0%. RXN SMILES: [C:1]([O:5][C:6]([N:8]1[CH2:12][CH2:11][CH2:10][CH:9]1C1N(COCC[Si](C)(C)C)C(C#C)=CN=1)=[O:7])([CH3:4])([CH3:3])[CH3:2].C(OC(N1CCCC1C1N(COCC[Si](C)(C)C)C(C=O)=CN=1)=O)(C)(C)C.CC(C)C(=O)C(P(=O)([O-])[O-])=[N+]=[N-].C(=O)([O-])[O-].[K+].[K+]>CO.C1COCC1.O>[C:1]([O:5][C:6]([N:8]1[CH2:12][CH2:11][CH2:10][CH2:9]1)=[O:7])([CH3:4])([CH3:2])[CH3:3] |f:3.4.5,6.7|. Reported procedure: 2-(5-Bromo-1H-imidazol-2-yl)-pyrrolidine-1-carboxylic acid tert-butyl ester (4 g, 12.65 mmol) was dissolved in DMF and cooled to 0° C. NaH (658 mg of 60% mineral oil dispersion, 16.45 mmol) was added and the reaction mixture was aged for 13 min before addition of SEMCl (2.7 mL, 15.18 mmol) and warming to RT. After 16 h, the reaction was quenched by water, diluted with ethyl acetate (300 mL) and washed with water and brine. The organic phase was dried over magnesium sulfate and concentrated. The ... The reactants are [N+](=O)([O-])C=1C=C(C=CC1)C(C)=O (m-nitroacetophenone), [N+](=O)([O-])C=1C=C(C=CC1)C(C)=O (m-nitroacetophenone), [N+](=O)(O)[O-] (nitric acid), [N+](=O)([O-])C=1C=C(C=CC1)C(C)=O (m-nitroacetophenone), S(O)(O)(=O)=O (sulfuric acid). Reagents/catalysts: [Ni] (nickel). The solvent is C(C)O (ethanol). The product is C(C)(=O)C1=CC=CC=C1 (acetophenone). Reaction SMILES: [N+]([C:4]1[CH:5]=[C:6]([C:10](=[O:12])[CH3:11])[CH:7]=[CH:8][CH:9]=1)([O-])=O.S(=O)(=O)(O)O.[N+]([O-])(O)=O>[Ni].C(O)C>[C:10]([C:6]1[CH:7]=[CH:8][CH:9]=[CH:4][CH:5]=1)(=[O:12])[CH3:11]. Procedure details: With the nickel catalyst, if very pure m-nitroacetophenone is used (i.e., 100% by GLC as obtained, for example, by crystallization from ethanol) the hydrogenation will not occur or will occur slowly. Where crude (less than 100% purity) m-nitroacetophenone is used-the impurities present being acidic sulfuric acid, nitric acid, or other acid material contained in the m-nitroacetophenone as obtained directly from the nitration of acetophenone without further purification-the process is operable. Cr... The reactants are Cc1noc(C)c1Cn1cc(N)cn1, CC#N, O=C=NCCCl. The product is Cc1noc(C)c1Cn1cc(NC(=O)NCCCl)cn1. Reaction SMILES: [CH3:1][c:2]1[n:3][o:4][c:5]([CH3:14])[c:6]1[CH2:7][n:8]1[n:9][cH:10][c:11]([NH2:13])[cH:12]1.[CH3:21][C:22]#[N:23].[Cl:15][CH2:16][CH2:17][N:18]=[C:19]=[O:20]>>[CH3:1][c:2]1[n:3][o:4][c:5]([CH3:14])[c:6]1[CH2:7][n:8]1[n:9][cH:10][c:11]([NH:13][C:19]([NH:18][CH2:17][CH2:16][Cl:15])=[O:20])[cH:12]1. Reactants: [H-].[Al+3].[Li+].[H-].[H-].[H-] (lithium aluminum hydride), CN1C(=CC=C1)C(C1=CC(=CC=C1)N)=O (1-methyl-2-(3'-aminobenzoyl)pyrrole). The solvent is O1CCCC1 (tetrahydrofuran), O1CCCC1 (tetrahydrofuran). Conditions: temperature 0 celsius. Yields the product CN1C(=CC=C1)C(C1=CC(=CC=C1)N)O (1-methyl-2-(3'-amino-α-hydroxybenzyl)pyrrole). As a reaction SMILES: [H-].[Al+3].[Li+].[H-].[H-].[H-].[CH3:7][N:8]1[CH:12]=[CH:11][CH:10]=[C:9]1[C:13](=[O:21])[C:14]1[CH:19]=[CH:18][CH:17]=[C:16]([NH2:20])[CH:15]=1>O1CCCC1>[CH3:7][N:8]1[CH:12]=[CH:11][CH:10]=[C:9]1[CH:13]([OH:21])[C:14]1[CH:19]=[CH:18][CH:17]=[C:16]([NH2:20])[CH:15]=1 |f:0.1.2.3.4.5|. Procedure details: To a stirred suspension of 2 g (50 mmol) of lithium aluminum hydride in 100 ml of anhydrous tetrahydrofuran was added dropwise, at room temperature and under nitrogen atmosphere, a solution of 9 g (45 mmol) of 1-methyl-2-(3'-aminobenzoyl)pyrrole in 100 ml of anhydrous tetrahydrofuran. The reaction mixture was refluxed for 15 minutes, cooled to 0° C. and the excess reagent destroyed by carefully adding ethyl acetate, saturated sodium sulfate solution and solid anhydrous sodium sulfate. The insolu... Starting materials: [OH-].[K+] (potassium hydroxide), NC1CC(CCC1)C(=O)O (3-amino-cyclohexanecarboxylic acid), C(=S)=S (Carbon disulfide), ClCC(=O)O (chloroacetic acid), [OH-].[K+] (potassium hydroxide). Run in O (water), O (water). Reaction conditions: time 15 minute. The product is O=C1N(C(SC1)=S)C1CC(CCC1)C(=O)O (3-(4-oxo-2-thioxo-thiazolidin-3-yl)-cyclohexanecarboxylic acid). Isolated yield 21.2%. Reaction SMILES: [NH2:1][CH:2]1[CH2:7][CH2:6][CH2:5][CH:4]([C:8]([OH:10])=[O:9])[CH2:3]1.[OH-].[K+].[C:13](=[S:15])=[S:14].Cl[CH2:17][C:18](O)=[O:19]>O>[O:19]=[C:18]1[CH2:17][S:14][C:13](=[S:15])[N:1]1[CH:2]1[CH2:7][CH2:6][CH2:5][CH:4]([C:8]([OH:10])=[O:9])[CH2:3]1 |f:1.2|. Procedure: To a round bottom flask containing 3-amino-cyclohexanecarboxylic acid (3.80 g, 26.54 mmol) was added aqueous potassium hydroxide (3 g, 53.08 mmol) in water (20 mL). The reaction mixture was stirred at room temperature for 15 minutes. Carbon disulfide (1.60 mL, 26.54 mmol) was added drop-wise to the reaction mixture and stirred at room temperature for 1.5 h. The reaction mixture was then cooled to 0° C. and an aqueous solution of chloroacetic acid (2.5 g, 26.54 mmol) and potassium hydroxide (1.5 ...